From a dataset of the Open Reaction Database (ORD), a public repository of structured organic reaction records. describe an organic reaction: reactants, conditions, products, and yield The reactants are OC1=CC=C(C=C1)C1(CC(CC(C1)C)(C)C)C1=CC=C(C=C1)O (1,1-bis-(4-hydroxyphenyl)-3,3,5-trimethylcyclohexane), C1(=CC=CC=C1)O (phenol), CC1(CC(CC(C1)C)=O)C (3,3,5-trimethylcyclohexanone), C1(=CC=CC=C1)O (phenol), OC1=CC=C(C=C1)C1(CC(CC(C1)C)(C)C)C1=CC=C(C=C1)O (1,1-bis-(4-hydroxyphenyl)-3,3,5-trimethylcyclohexane), aryl, alkane thiol, C1(=CC=CC=C1)O (phenol), alkyl. Run in O (water). Yields the product C1(=CC=CC=C1)O.OC1=CC=C(C=C1)C1(CC(CC(C1)C)(C)C)C1=CC=C(C=C1)O (1,1-bis-(4-hydroxyphenyl)-3,3,5-trimethylcyclohexane phenol). RXN SMILES: [OH:1][C:2]1[CH:7]=[CH:6][C:5]([C:8]2([C:17]3[CH:22]=[CH:21][C:20]([OH:23])=[CH:19][CH:18]=3)[CH2:13][CH:12]([CH3:14])[CH2:11][C:10]([CH3:16])([CH3:15])[CH2:9]2)=[CH:4][CH:3]=1.C1(O)C=CC=CC=1.CC1(C)CC(C)CC(=O)C1>O>[C:2]1([OH:1])[CH:7]=[CH:6][CH:5]=[CH:4][CH:3]=1.[OH:1][C:2]1[CH:3]=[CH:4][C:5]([C:8]2([C:17]3[CH:18]=[CH:19][C:20]([OH:23])=[CH:21][CH:22]=3)[CH2:13][CH:12]([CH3:14])[CH2:11][C:10]([CH3:15])([CH3:16])[CH2:9]2)=[CH:6][CH:7]=1 |f:4.5|. Procedure: In a method of making 1,1-bis-(4-hydroxyphenyl)-3,3,5-trimethylcyclohexane in the form of an adduct with phenol wherein 3,3,5-trimethylcyclohexanone is reacted with phenol in the presence of an acid condensation catalyst and an alkane thiol of the formula R1R2CHSH where R1 is an alkyl, aryl or alkaryl group having from 1 to about 20 carbon atoms and R2 is H or R1, to obtain a reaction mixture including 1,1-bis-(4-hydroxyphenyl)-3,3,5-trimethylcyclohexane in the form of an adduct with phenol, the... The reactants are ClC1=C(C=C(C(=C1)Cl)[N+](=O)[O-])S(=O)C (1,5-dichloro-2-(methylsulfinyl)-4-nitrobenzene), ClC=1C=C(C(=O)OO)C=CC1 (3-Chloroperoxybenzoic acid), C(=O)(O)[O-].[Na+] (NaHCO3). The solvent is ClCCl (dichloromethane). Run at time 3 hour. The product is ClC1=C(C=C(C(=C1)Cl)[N+](=O)[O-])S(=O)(=O)C (1,5-dichloro-2-(methylsulfonyl)-4-nitrobenzene). Isolated yield 94.9%. RXN SMILES: [Cl:1][C:2]1[CH:7]=[C:6]([Cl:8])[C:5]([N+:9]([O-:11])=[O:10])=[CH:4][C:3]=1[S:12]([CH3:14])=[O:13].ClC1C=C(C=CC=1)C(OO)=[O:20].C([O-])(O)=O.[Na+]>ClCCl>[Cl:1][C:2]1[CH:7]=[C:6]([Cl:8])[C:5]([N+:9]([O-:11])=[O:10])=[CH:4][C:3]=1[S:12]([CH3:14])(=[O:20])=[O:13] |f:2.3|. Reported procedure: A solution of 1,5-dichloro-2-(methylsulfinyl)-4-nitrobenzene (1.0 g, 3.9 mmol) in dichloromethane (50 ml) was added 3-Chloroperoxybenzoic acid (1.7 g, 9.8 mmol). The mixture was stirred under nitrogen at room temperature for 3 h. The mixture was added saturated aqueous NaHCO3 (20 ml) and extracted with dichloromethane (50 ml). The organic layer was washed with brine (50 ml), dried (Na2SO4) and concentrated. The residue was purified by flash chromatography eluting with hexane/ethyl acetate (2:1) ... Reactants: ClC=1SC=CC1 (2-chlorothiophene), C(C)(C)(C)OC(=O)N1CCC(CC1)C=O (4-formyl-piperidine-1-carboxylic acid tert-butyl ester). Yields the product C(C)(C)(C)OC(=O)N1CCC(CC1)C(O)C=1SC(=CC1)Cl (4-[(5-Chloro-thiophen-2-yl)-hydroxy-methyl]-piperidine-1-carboxylic acid tert-butyl ester). Reaction SMILES: [Cl:1][C:2]1[S:3][CH:4]=[CH:5][CH:6]=1.[C:7]([O:11][C:12]([N:14]1[CH2:19][CH2:18][CH:17]([CH:20]=[O:21])[CH2:16][CH2:15]1)=[O:13])([CH3:10])([CH3:9])[CH3:8]>>[C:7]([O:11][C:12]([N:14]1[CH2:19][CH2:18][CH:17]([CH:20]([C:4]2[S:3][C:2]([Cl:1])=[CH:6][CH:5]=2)[OH:21])[CH2:16][CH2:15]1)=[O:13])([CH3:10])([CH3:9])[CH3:8]. Reported procedure: From 2-chlorothiophene (183 mg) and 4-formyl-piperidine-1-carboxylic acid tert-butyl ester (300 mg) by procedure D. Yield: 180 mg (38%). Brown oil. MS (m/z): 332.1 ([M+H]+). The reactants are CC1=C(C=2NC(=CC2S1)C(=O)OCC)N(S(=O)(=O)C=1SC=CC1)C (ethyl 2-methyl-3-[methyl(2-thienylsulfonyl)amino]-4H-thieno[3,2-b]pyrrole-5-carboxylate), O1CCCC1 (tetrahydrofuran), [OH-].[Na+] (sodium hydroxide). Solvent: C(C)O (ethanol). Reaction conditions: temperature 60 celsius, time 8 hour. The product is CC1=C(C=2NC(=CC2S1)C(=O)O)N(S(=O)(=O)C=1SC=CC1)C (2-methyl-3-[methyl(2-thienylsulfonyl)amino]-4H-thieno[3,2-b]pyrrole-5-carboxylic acid). The yield is 90.9%. RXN SMILES: [CH3:1][C:2]1[S:9][C:8]2[CH:7]=[C:6]([C:10]([O:12]CC)=[O:11])[NH:5][C:4]=2[C:3]=1[N:15]([CH3:24])[S:16]([C:19]1[S:20][CH:21]=[CH:22][CH:23]=1)(=[O:18])=[O:17].O1CCCC1.[OH-].[Na+]>C(O)C>[CH3:1][C:2]1[S:9][C:8]2[CH:7]=[C:6]([C:10]([OH:12])=[O:11])[NH:5][C:4]=2[C:3]=1[N:15]([CH3:24])[S:16]([C:19]1[S:20][CH:21]=[CH:22][CH:23]=1)(=[O:18])=[O:17] |f:2.3|. Procedure details: To a mixture of ethyl 2-methyl-3-[methyl(2-thienylsulfonyl)amino]-4H-thieno[3,2-b]pyrrole-5-carboxylate (8.39 g), tetrahydrofuran (50 mL) and ethanol (50 mL) was added 8N aqueous sodium hydroxide solution (10 mL), and the mixture was stirred at 60° C. overnight. The reaction mixture was concentrated, 6N hydrochloric acid was added to the obtained residue, and the mixture was extracted with ethyl acetate. The ethyl acetate layer was washed with saturated brine, dried (MgSO4) and concentrated. Cry... Starting materials: C=CCC(NC(=O)OC(C)(C)C)C(=O)O, C[Si](C)(C)C=[N+]=[N-], CO, CCCCCC, ClCCl. Yields the product C=CCC(NC(=O)OC(C)(C)C)C(=O)OC. As a reaction SMILES: [C:1]([CH3:2])([CH3:3])([CH3:4])[O:5][C:6](=[O:7])[NH:8][CH:9]([C:10](=[O:11])[OH:12])[CH2:13][CH:14]=[CH2:15].[CH3:16][Si:17]([CH:18]=[N+:19]=[N-:20])([CH3:21])[CH3:22].[CH3:26][OH:27].[CH3:28][CH2:29][CH2:30][CH2:31][CH2:32][CH3:33].[Cl:23][CH2:24][Cl:25]>>[C:1]([CH3:2])([CH3:3])([CH3:4])[O:5][C:6](=[O:7])[NH:8][CH:9]([C:10](=[O:11])[O:12][CH3:16])[CH2:13][CH:14]=[CH2:15]. Starting materials: [BH4-], COc1ccc2c(c1)CCN=C2C1CCN(S(=O)(=O)c2cn(C)cn2)CC1, CO, [Na+], [Na+], O=C([O-])O, O. Yields the product COc1ccc2c(c1)CCNC2C1CCN(S(=O)(=O)c2cn(C)cn2)CC1. RXN SMILES: [BH4-:28].[CH3:1][O:2][c:3]1[cH:4][c:5]2[c:10]([cH:11][cH:12]1)[C:9]([CH:13]1[CH2:14][CH2:15][N:16]([S:19](=[O:20])(=[O:21])[c:22]3[n:23][cH:24][n:25]([CH3:27])[cH:26]3)[CH2:17][CH2:18]1)=[N:8][CH2:7][CH2:6]2.[CH3:30][OH:31].[Na+:29].[Na+:37].[O-:33][C:34]([OH:35])=[O:36].[OH2:32]>>[CH3:1][O:2][c:3]1[cH:4][c:5]2[c:10]([cH:11][cH:12]1)[CH:9]([CH:13]1[CH2:14][CH2:15][N:16]([S:19](=[O:20])(=[O:21])[c:22]3[n:23][cH:24][n:25]([CH3:27])[cH:26]3)[CH2:17][CH2:18]1)[NH:8][CH2:7][CH2:6]2.